From a dataset of the Open Reaction Database (ORD), a public repository of structured organic reaction records. describe an organic reaction: reactants, conditions, products, and yield Reactants: COP(O)(=O)[C@H](C)NC(=O)OCC1=CC=CC=C1 ((R)-1-(benzyloxycarbonylamino)ethylphophonic acid monomethyl ester), NCCCCC(C(=O)O)O (6-amino-2-hydroxyhexanoic acid), C(C(C)(C)C)(=O)Cl (pivaloyl chloride), O[C@H](C(=O)OC)CCCCNC(=O)OC(C)(C)C (methyl (S)-2-hydroxy-6-(tert-butoxycarbonylamino)hexanoate). The solvent is C(C)N(CC)CC (triethylamine), O1CCCC1 (tetrahydrofuran), O1CCCC1 (tetrahydrofuran). Run at time 30 minute. Product: C(C1=CC=CC=C1)OC(=O)N[C@@H](C)P(=O)(O[C@H](C(=O)OC)CCCCNC(=O)OC(C)(C)C)OC (methyl (S)-2-(((R)-1-(benzyloxycarbonylamino)ethyl)(methoxyphosphinoyl)oxy)-6-(tert-butoxycarbonylamino)hexanoate). The yield is 12.6%. RXN SMILES: [CH3:1][O:2][P:3]([C@@H:6]([NH:8][C:9]([O:11][CH2:12][C:13]1[CH:18]=[CH:17][CH:16]=[CH:15][CH:14]=1)=[O:10])[CH3:7])(=O)[OH:4].C(Cl)(=O)C(C)(C)C.[OH:26][C@@H:27]([CH2:32][CH2:33][CH2:34][CH2:35][NH:36][C:37]([O:39][C:40]([CH3:43])([CH3:42])[CH3:41])=[O:38])[C:28]([O:30][CH3:31])=[O:29].NCCCCC(O)C(O)=O>O1CCCC1.C(N(CC)CC)C>[CH2:12]([O:11][C:9]([NH:8][C@H:6]([P:3]([O:2][CH3:1])([O:26][C@@H:27]([CH2:32][CH2:33][CH2:34][CH2:35][NH:36][C:37]([O:39][C:40]([CH3:43])([CH3:42])[CH3:41])=[O:38])[C:28]([O:30][CH3:31])=[O:29])=[O:4])[CH3:7])=[O:10])[C:13]1[CH:14]=[CH:15][CH:16]=[CH:17][CH:18]=1. Procedure: (R)-1-(benzyloxycarbonylamino)ethylphophonic acid monomethyl ester (40.7 mg) described in Biochemistry, 6294(1989) was dissolved in tetrahydrofuran (1 ml), and pivaloyl chloride (71.8 mg) and triethylamine (90.4 mg) were added. The mixture was stirred at room temperature for 30 minutes, then added with a tetrahydrofuran (1 ml) solution of methyl (S)-2-hydroxy-6-(tert-butoxycarbonylamino)hexanoate (38.9 mg), which is obtainable from 6-amino-2-hydroxyhexanoic acid described in Chem. Pharm. Bull., ... Reactants: C(Cl)Cl (DCM), C(=O)(C(F)(F)F)O (TFA), Cl (HCl), dimethoxybenzyl, BrC1=C(C=CC(=C1)Cl)C1=C2C=CC(=CC2=CC=C1)S(=O)(=O)N(C1=NC=NS1)CC1=C(C=C(C=C1)OC)OC (5-(2-bromo-4-chlorophenyl)-N-(2,4-dimethoxybenzyl)-N-(1,2,4-thiadiazol-5-yl)naphthalene-2-sulfonamide), C([O-])([O-])=O.[K+].[K+] (potassium carbonate), CC1(OB(OC1(C)C)C=1C=NN(C1)C(=O)OC(C)(C)C)C (tert-butyl 4-(4,4,5,5-tetramethyl-1,3,2-dioxaborolan-2-yl)-1H-pyrazole-1-carboxylate). The reagents and catalysts are C=1C=CC(=CC1)[P](C=2C=CC=CC2)(C=3C=CC=CC3)[Pd]([P](C=4C=CC=CC4)(C=5C=CC=CC5)C=6C=CC=CC6)([P](C=7C=CC=CC7)(C=8C=CC=CC8)C=9C=CC=CC9)[P](C=1C=CC=CC1)(C=1C=CC=CC1)C=1C=CC=CC1 (tetrakis(triphenylphosphine)palladium(0)). Run in O (water), O1CCOCC1 (dioxane). Reaction conditions: temperature 100 celsius, time 1 hour. Product: ClC1=CC(=C(C=C1)C1=C2C=CC(=CC2=CC=C1)S(=O)(=O)NC1=NC=NS1)C=1C=NNC1 (5-(4-CHLORO-2-(1H-PYRAZOL-4-YL)PHENYL)-N-(1,2,4-THIADIAZOL-5-YL)NAPHTHALENE-2 SULFONAMIDE). Reaction SMILES: Br[C:2]1[CH:7]=[C:6]([Cl:8])[CH:5]=[CH:4][C:3]=1[C:9]1[CH:18]=[CH:17][CH:16]=[C:15]2[C:10]=1[CH:11]=[CH:12][C:13]([S:19]([N:22](CC1C=CC(OC)=CC=1OC)[C:23]1[S:27][N:26]=[CH:25][N:24]=1)(=[O:21])=[O:20])=[CH:14]2.C(=O)([O-])[O-].[K+].[K+].CC1(C)C(C)(C)OB([C:53]2[CH:54]=[N:55][N:56](C(OC(C)(C)C)=O)[CH:57]=2)O1.Cl.C(Cl)Cl.C(O)(C(F)(F)F)=O>C1C=CC([P]([Pd]([P](C2C=CC=CC=2)(C2C=CC=CC=2)C2C=CC=CC=2)([P](C2C=CC=CC=2)(C2C=CC=CC=2)C2C=CC=CC=2)[P](C2C=CC=CC=2)(C2C=CC=CC=2)C2C=CC=CC=2)(C2C=CC=CC=2)C2C=CC=CC=2)=CC=1.O.O1CCOCC1>[Cl:8][C:6]1[CH:5]=[CH:4][C:3]([C:9]2[CH:18]=[CH:17][CH:16]=[C:15]3[C:10]=2[CH:11]=[CH:12][C:13]([S:19]([NH:22][C:23]2[S:27][N:26]=[CH:25][N:24]=2)(=[O:20])=[O:21])=[CH:14]3)=[C:2]([C:53]2[CH:54]=[N:55][NH:56][CH:57]=2)[CH:7]=1 |f:1.2.3,^1:80,82,101,120|. Reported procedure: A pressure vessel was charged with 5-(2-bromo-4-chlorophenyl)-N-(2,4-dimethoxybenzyl)-N-(1,2,4-thiadiazol-5-yl)naphthalene-2-sulfonamide (0.8 g, 1.268 mmol), potassium carbonate (1.227 g, 8.88 mmol), tert-butyl 4-(4,4,5,5-tetramethyl-1,3,2-dioxaborolan-2-yl)-1H-pyrazole-1-carboxylate (0.748 g, 2.54 mmol), tetrakis(triphenylphosphine)palladium(0) (0.147 g, 0.127 mmol), dioxane (8.45 mL) and water (4.23 mL). The reaction was heated in a microwave at 100° C. for 30 min. The reaction mixture was coo...